This data is from the Open Reaction Database (ORD), a public repository of structured organic reaction records. The task is: describe an organic reaction: reactants, conditions, products, and yield Reactants: CCCCCCCCI, Cc1nc2ccccc2o1. Yields the product CCCCCCCC[n+]1c(C)oc2ccccc21, [I-]. RXN SMILES: [CH2:11]([CH2:12][CH2:13][CH2:14][CH2:15][CH2:16][CH2:17][CH3:18])[I:19].[CH3:1][c:2]1[n:3][c:4]2[cH:5][cH:6][cH:7][cH:8][c:9]2[o:10]1>>[CH3:1][c:2]1[n+:3]([CH2:11][CH2:12][CH2:13][CH2:14][CH2:15][CH2:16][CH2:17][CH3:18])[c:4]2[cH:5][cH:6][cH:7][cH:8][c:9]2[o:10]1.[I-:19]. Starting materials: COC(C)OCCl, [H-], [Na+], C1CCOC1, Oc1ccc(I)cc1. Product: COC(C)OCOc1ccc(I)cc1. RXN SMILES: [CH3:11][O:12][CH:13]([CH3:14])[O:15][CH2:16][Cl:17].[H-:9].[Na+:10].[O:18]1[CH2:19][CH2:20][CH2:21][CH2:22]1.[OH:1][c:2]1[cH:3][cH:4][c:5]([I:6])[cH:7][cH:8]1>>[O:1]([c:2]1[cH:3][cH:4][c:5]([I:6])[cH:7][cH:8]1)[CH2:16][O:15][CH:13]([O:12][CH3:11])[CH3:14]. RXN SMILES: FC(F)(F)S(O[C:7]1[C:16]2[C:11](=[CH:12][C:13]([O:17][Si](C(C)(C)C)(C)C)=[CH:14][CH:15]=2)[O:10][C:9]([CH3:26])([CH3:25])[CH:8]=1)(=O)=O.[F:29][C:30]1[CH:35]=[CH:34][C:33](B(O)O)=[CH:32][CH:31]=1>>[F:29][C:30]1[CH:35]=[CH:34][C:33]([C:7]2[C:16]3[C:11](=[CH:12][C:13]([OH:17])=[CH:14][CH:15]=3)[O:10][C:9]([CH3:25])([CH3:26])[CH:8]=2)=[CH:32][CH:31]=1. The product is FC1=CC=C(C=C1)C1=CC(OC2=CC(=CC=C12)O)(C)C (4-(4-fluorophenyl)-7-hydroxy-2,2-dimethyl-2H-chromen). The reactants are FC(S(=O)(=O)OC1=CC(OC2=CC(=CC=C12)O[Si](C)(C)C(C)(C)C)(C)C)(F)F (2,2-dimethyl-7-tert-butyldimethylsilyloxy-2H-chromen-4-yl trifluoromethanesulfonate), FC1=CC=C(C=C1)B(O)O (4-fluorophenylboronic acid). Reported procedure: The compound obtained in (1) described above (8 g) and 4-fluorophenylboronic acid (3.07 g) were treated in the same manner as Reference Example 37(4) to give the titled compound (4.6 g) as a colorless powder. The reactants are CCOCCBr, CCOC(=O)N1CCC(c2c[nH]c3ccccc23)CC1, [H-], [Na+], CN(C)C=O, O. As a reaction SMILES: [Br:23][CH2:24][CH2:25][O:26][CH2:27][CH3:28].[CH2:1]([CH3:2])[O:3][C:4](=[O:5])[N:6]1[CH2:7][CH2:8][CH:9]([c:12]2[cH:13][nH:14][c:15]3[cH:16][cH:17][cH:18][cH:19][c:20]23)[CH2:10][CH2:11]1.[H-:21].[Na+:22].[O:30]=[CH:31][N:32]([CH3:33])[CH3:34].[OH2:29]>>[CH2:1]([CH3:2])[O:3][C:4](=[O:5])[N:6]1[CH2:7][CH2:8][CH:9]([c:12]2[cH:13][n:14]([CH2:24][CH2:25][O:26][CH2:27][CH3:28])[c:15]3[cH:16][cH:17][cH:18][cH:19][c:20]23)[CH2:10][CH2:11]1. Yields the product CCOCCn1cc(C2CCN(C(=O)OCC)CC2)c2ccccc21. Reactants: OC1=CC=NN1C1=NC=CC(=C1)C#N (2-(5-hydroxy-1H-pyrazol-1-yl)pyridine-4-carbonitrile), ClC1=C(C=C(C=C1)CO)C(F)(F)F ([4-chloro-3-(trifluoromethyl)phenyl]methanol). Yields the product ClC1=C(C=C(C=C1)COC1=CC=NN1C1=NC=CC(=C1)C#N)C(F)(F)F (2-[5-[[4-chloro-3-(trifluoromethyl)phenyl]methoxy]pyrazol-1-yl]pyridine-4-carbonitrile). As a reaction SMILES: [OH:1][C:2]1[N:6]([C:7]2[CH:12]=[C:11]([C:13]#[N:14])[CH:10]=[CH:9][N:8]=2)[N:5]=[CH:4][CH:3]=1.[Cl:15][C:16]1[CH:21]=[CH:20][C:19]([CH2:22]O)=[CH:18][C:17]=1[C:24]([F:27])([F:26])[F:25]>>[Cl:15][C:16]1[CH:21]=[CH:20][C:19]([CH2:22][O:1][C:2]2[N:6]([C:7]3[CH:12]=[C:11]([C:13]#[N:14])[CH:10]=[CH:9][N:8]=3)[N:5]=[CH:4][CH:3]=2)=[CH:18][C:17]=1[C:24]([F:25])([F:26])[F:27]. Reported procedure: The title compound was prepared from 2-(5-hydroxy-1H-pyrazol-1-yl)pyridine-4-carbonitrile and [4-chloro-3-(trifluoromethyl)phenyl]methanol according to the procedure for the preparation of Example 39, part C. 1H NMR (400 MHz, CDCl3): δ 5.25 (2H, s), 5.76 (1H, d, J=1.6 Hz), 7.42 (1H, dd, J=1.6, 5.2 Hz), 7.54 (2H, s), 7.58 (1H, d, J=2.0 Hz), 7.89 (1H, s), 8.00 (1H, s), 8.06 (1H, s), 8.69 (1H, d, J=4.8 Hz). [M+H] Calc'd for C17H10ClF3N4O, 379. Found, 379.